This data is from the Open Reaction Database (ORD), a public repository of structured organic reaction records. The task is: describe an organic reaction: reactants, conditions, products, and yield Reactants: COC=1C=C(C=C(C1OC(C)C)OC)C1=NC=CC(=C1)CN1CCC(CC1)=O (1-[[2-(3,5-dimethoxy-4-isopropoxyphenyl)pyridin-4-yl]methyl]-4-piperidone), COC1=CC=C(C=C1)N (p-anisidine). Product: COC1=CC=C(C=C1)NC1CCN(CC1)CC1=CC(=NC=C1)C1=CC(=C(C(=C1)OC)OC(C)C)OC (4-(p-Anisidino)-1-[[2-(3,5-dimethoxy-4-isopropoxyphenyl)pyridin-4-yl]methyl]piperidine). RXN SMILES: [CH3:1][O:2][C:3]1[CH:4]=[C:5]([C:15]2[CH:20]=[C:19]([CH2:21][N:22]3[CH2:27][CH2:26][C:25](=O)[CH2:24][CH2:23]3)[CH:18]=[CH:17][N:16]=2)[CH:6]=[C:7]([O:13][CH3:14])[C:8]=1[O:9][CH:10]([CH3:12])[CH3:11].[CH3:29][O:30][C:31]1[CH:36]=[CH:35][C:34]([NH2:37])=[CH:33][CH:32]=1>>[CH3:29][O:30][C:31]1[CH:36]=[CH:35][C:34]([NH:37][CH:25]2[CH2:26][CH2:27][N:22]([CH2:21][C:19]3[CH:18]=[CH:17][N:16]=[C:15]([C:5]4[CH:6]=[C:7]([O:13][CH3:14])[C:8]([O:9][CH:10]([CH3:11])[CH3:12])=[C:3]([O:2][CH3:1])[CH:4]=4)[CH:20]=3)[CH2:23][CH2:24]2)=[CH:33][CH:32]=1. Reported procedure: 1-[[2-(3,5-dimethoxy-4-isopropoxyphenyl)pyridin-4-yl]methyl]-4-piperidone (350 mg) and p-anisidine (123 mg) were condensed in the same manner as described in Preparation Example 37 to give the title compound. Starting materials: ClC1=CC=C(C=C1)N(C(C)=O)[C@@H]1C[C@@H](N(C2=CC=CC=C12)C(C1=CC(=C(C(=C1)F)OC)F)=O)C (N-(4-chlorophenyl)-N-[(2S,4R)-1-(3,5-difluoro-4-methoxybenzoyl)-2-methyl-1,2,3,4-tetrahydroquinolin-4-yl]acetamide), B(Br)(Br)Br (BBr3). Run in ClCCl (dichloromethane). Yields the product ClC1=CC=C(C=C1)N(C(C)=O)[C@@H]1C[C@@H](N(C2=CC=CC=C12)C(C1=CC(=C(C(=C1)F)O)F)=O)C (N-(4-chlorophenyl)-N-[(2S,4R)-1-(3,5-difluoro-4-hydroxybenzoyl)-2-methyl-1,2,3,4-tetrahydroquinolin-4-yl]acetamide). The yield is 78.7%. Reaction SMILES: [Cl:1][C:2]1[CH:7]=[CH:6][C:5]([N:8]([C@H:12]2[C:21]3[C:16](=[CH:17][CH:18]=[CH:19][CH:20]=3)[N:15]([C:22](=[O:33])[C:23]3[CH:28]=[C:27]([F:29])[C:26]([O:30]C)=[C:25]([F:32])[CH:24]=3)[C@@H:14]([CH3:34])[CH2:13]2)[C:9](=[O:11])[CH3:10])=[CH:4][CH:3]=1.B(Br)(Br)Br>ClCCl>[Cl:1][C:2]1[CH:7]=[CH:6][C:5]([N:8]([C@H:12]2[C:21]3[C:16](=[CH:17][CH:18]=[CH:19][CH:20]=3)[N:15]([C:22](=[O:33])[C:23]3[CH:28]=[C:27]([F:29])[C:26]([OH:30])=[C:25]([F:32])[CH:24]=3)[C@@H:14]([CH3:34])[CH2:13]2)[C:9](=[O:11])[CH3:10])=[CH:4][CH:3]=1. Procedure: N-(4-chlorophenyl)-N-[(2S,4R)-1-(3,5-difluoro-4-methoxybenzoyl)-2-methyl-1,2,3,4-tetrahydroquinolin-4-yl]acetamide (200 mg, 0.41 mmol) was dissolved in dichloromethane and a solution of BBr3 (1.0 M in dichloromethane, 10 mL) was added; the reaction was allowed to stir at room temperature for until no starting material remained. The reaction was washed with sat. NaHCO3 and brine. The organic layer were dried over MgSO4, filtered and concentrated down. The residue was purified by flash chromatogra... Reactants: CC(C)CNCc1ccc(-c2cccc(S(C)(=O)=O)c2)s1, CCN(C(C)C)C(C)C, ClCCl, O=S(=O)(Cl)c1ccccc1F. Product: CC(C)CN(Cc1ccc(-c2cccc(S(C)(=O)=O)c2)s1)S(=O)(=O)c1ccccc1F. RXN SMILES: [CH2:1]([CH:2]([CH3:3])[CH3:4])[NH:5][CH2:6][c:7]1[s:8][c:9](-[c:12]2[cH:13][c:14]([S:18](=[O:19])(=[O:20])[CH3:21])[cH:15][cH:16][cH:17]2)[cH:10][cH:11]1.[CH:33]([N:34]([CH2:35][CH3:36])[CH:37]([CH3:38])[CH3:39])([CH3:40])[CH3:41].[Cl:42][CH2:43][Cl:44].[F:22][c:23]1[c:24]([S:29](=[O:30])(=[O:31])[Cl:32])[cH:25][cH:26][cH:27][cH:28]1>>[CH2:1]([CH:2]([CH3:3])[CH3:4])[N:5]([CH2:6][c:7]1[s:8][c:9](-[c:12]2[cH:13][c:14]([S:18](=[O:19])(=[O:20])[CH3:21])[cH:15][cH:16][cH:17]2)[cH:10][cH:11]1)[S:29]([c:24]1[c:23]([F:22])[cH:28][cH:27][cH:26][cH:25]1)(=[O:30])=[O:31]. Starting materials: C(C)(C)(C)OC(NC=1SC=C(N1)C(C)(C)O)=O ([4-(1-Hydroxy-1-methyl-ethyl)-thiazol-2-yl]-carbamic acid tert-butyl ester), FC(C(=O)O)(F)F (trifluoroacetic acid). Solvent: ClCCl (dichloromethane). Run at temperature 0 celsius, time 4 hour. Yields the product OC(C)(C)C=1N=C(SC1)NC(O)=O ([4-(1-hydroxy-1-methyl-ethyl)-thiazol-2-yl]-carbamic acid). Yield: 30.1%. Reaction SMILES: C([O:5][C:6](=[O:17])[NH:7][C:8]1[S:9][CH:10]=[C:11]([C:13]([OH:16])([CH3:15])[CH3:14])[N:12]=1)(C)(C)C.FC(F)(F)C(O)=O>ClCCl>[OH:16][C:13]([C:11]1[N:12]=[C:8]([NH:7][C:6](=[O:5])[OH:17])[S:9][CH:10]=1)([CH3:14])[CH3:15]. Reported procedure: [4-(1-Hydroxy-1-methyl-ethyl)-thiazol-2-yl]-carbamic acid tert-butyl ester (250 mg, 0.92 mmol) was taken into dry dichloromethane and cooled in an ice bath. To this was added trifluoroacetic acid and the mixture stirred at 0° C. for 4 hours. The mixture was evaporated and the residue partitioned between dichloromethane and saturated aqueous sodium bicarbonate. The organic layer was separated out and the aqueous layer was extracted with dichloromethane. The combined organic extracts were dried ov... Starting materials: NC=1C=C(C=CC1N)[N+](=O)[O-] (3,4-diamino-nitrobenzene), ClCC(=O)O (chloroacetic acid). Solvent: Cl (HCl). Run at time 2 day. The product is hydrogen chloride salt, ClCC=1NC2=C(N1)C=CC(=C2)[N+](=O)[O-] (2-chloromethyl-5-nitro-benzimidazole). RXN SMILES: [NH2:1][C:2]1[CH:3]=[C:4]([N+:9]([O-:11])=[O:10])[CH:5]=[CH:6][C:7]=1[NH2:8].[Cl:12][CH2:13][C:14](O)=O>Cl>[Cl:12][CH2:13][C:14]1[NH:1][C:2]2[CH:3]=[C:4]([N+:9]([O-:11])=[O:10])[CH:5]=[CH:6][C:7]=2[N:8]=1. Procedure details: A mixture of 3,4-diamino-nitrobenzene (15.3 g, 0.10 mole) and chloroacetic acid (14.18 μm, 1.5 eq) in 5.0 N aqueous HCl (80 mL) was heated at reflux for 1 hr. After cooling to RT, the reaction was filtered through celite and the filtrate was stored at 0° C. for 2 days. The crystals that formed, were collected and recrystallized from a mixture of EtOH and water to give 7.2 μm of the hydrogen chloride salt of 2-chloromethyl-5-nitro-benzimidazole. A portion of this salt (528 mg, 2.13 mmole) and mor... Starting materials: CC(C)CC(C(=O)NNC(=O)CNC(=O)OCc1ccccc1)C(CCCc1ccccc1)C(=O)OC(C)(C)C, CO. The product is CC(C)CC(C(=O)NNC(=O)CN)C(CCCc1ccccc1)C(=O)OC(C)(C)C. As a reaction SMILES: [C:1]([CH3:2])([CH3:3])([CH3:4])[O:5][C:6](=[O:7])[CH:8]([CH2:9][CH2:10][CH2:11][c:12]1[cH:13][cH:14][cH:15][cH:16][cH:17]1)[CH:18]([C:19](=[O:20])[NH:21][NH:22][C:23]([CH2:24][NH:25][C:26]([O:27][CH2:28][c:29]1[cH:30][cH:31][cH:32][cH:33][cH:34]1)=[O:35])=[O:36])[CH2:37][CH:38]([CH3:39])[CH3:40].[CH3:41][OH:42]>>[C:1]([CH3:2])([CH3:3])([CH3:4])[O:5][C:6](=[O:7])[CH:8]([CH2:9][CH2:10][CH2:11][c:12]1[cH:13][cH:14][cH:15][cH:16][cH:17]1)[CH:18]([C:19](=[O:20])[NH:21][NH:22][C:23]([CH2:24][NH2:25])=[O:36])[CH2:37][CH:38]([CH3:39])[CH3:40]. Starting materials: NC1=NN=C(O1)C=1C(=CC(=C(C(=O)N2CCC(CC2)C2=CC=C(C#N)C=C2)C1)CC)C1CCC1 (4-(1-(5-(5-amino-1,3,4-oxadiazol-2-yl)-4-cyclobutyl-2-ethylbenzoyl)piperidin-4-yl)benzonitrile), NC1=NN=C(O1)C=1C(=CC(=C(C(=O)N2CCC(CC2)C2=CC=C(C#N)C=C2)C1)CC)C1CCC1 (4-(1-(5-(5-amino-1,3,4-oxadiazol-2-yl)-4-cyclobutyl-2-ethylbenzoyl)piperidin-4-yl)benzonitrile), C(C)O (ethanol), [OH-].[K+] (potassium hydroxide). Conditions: temperature 80 celsius, time 5 hour. The product is C1(CCC1)C1=CC(=C(C(=O)N2CCC(CC2)C2=CC=C(C(=O)N)C=C2)C=C1C1=NN=C(N1)OCC)CC (4-(1-(4-Cyclobutyl-5-(5-ethoxy-4H-1,2,4-triazol-3-yl)-2-ethylbenzoyl)piperidin-4-yl)benzamide). RXN SMILES: [NH2:1][C:2]1[O:6][C:5]([C:7]2[C:8]([CH:31]3[CH2:34][CH2:33][CH2:32]3)=[CH:9][C:10]([CH2:29][CH3:30])=[C:11]([CH:28]=2)[C:12]([N:14]2[CH2:19][CH2:18][CH:17]([C:20]3[CH:27]=[CH:26][C:23]([C:24]#[N:25])=[CH:22][CH:21]=3)[CH2:16][CH2:15]2)=[O:13])=[N:4][N:3]=1.[OH-:35].[K+].[CH2:37](O)[CH3:38]>>[CH:31]1([C:8]2[C:7]([C:5]3[NH:1][C:2]([O:6][CH2:37][CH3:38])=[N:3][N:4]=3)=[CH:28][C:11]([C:12]([N:14]3[CH2:15][CH2:16][CH:17]([C:20]4[CH:27]=[CH:26][C:23]([C:24]([NH2:25])=[O:35])=[CH:22][CH:21]=4)[CH2:18][CH2:19]3)=[O:13])=[C:10]([CH2:29][CH3:30])[CH:9]=2)[CH2:32][CH2:33][CH2:34]1 |f:1.2|. Procedure: To a 10-mL sealed tube, which was purged and maintained with an inert atmosphere of nitrogen, was added a solution of 4-(1-(5-(5-amino-1,3,4-oxadiazol-2-yl)-4-cyclobutyl-2-ethylbenzoyl)piperidin-4-yl)benzonitrile (compound 215.7, 228 mg, 0.500 mmol, 1.00 equiv) in ethanol (5 mL). This was followed by the addition of potassium hydroxide (280 mg, 4.99 mmol, 10.0 equiv) in portions. The resulting solution was stirred for 5 h at 80° C. behind a blast shield. After cooling to ambient temperature, the... The reactants are C(C)OCC=1N(C2=C(C=NC=3C=CC=CC23)N1)CCCON=C(C)C (acetone O-{3-[2-(ethoxymethyl)-1H-imidazo[4,5-c]quinolin-1-yl]propyl}oxime), C1=CC(=CC(=C1)Cl)C(=O)OO (mCPBA). Product: C(C)OCC=1N(C2=C(C=[N+](C=3C=CC=CC23)[O-])N1)CCCON=C(C)C (acetone O-{3-[2-(ethoxymethyl)-5-oxido-1H-imidazo[4,5-c]quinolin-1-yl]propyl}oxime). Isolated yield 65.6%. RXN SMILES: [CH2:1]([O:3][CH2:4][C:5]1[N:6]([CH2:18][CH2:19][CH2:20][O:21][N:22]=[C:23]([CH3:25])[CH3:24])[C:7]2[C:16]3[CH:15]=[CH:14][CH:13]=[CH:12][C:11]=3[N:10]=[CH:9][C:8]=2[N:17]=1)[CH3:2].C1C=C(Cl)C=C(C(OO)=[O:34])C=1>>[CH2:1]([O:3][CH2:4][C:5]1[N:6]([CH2:18][CH2:19][CH2:20][O:21][N:22]=[C:23]([CH3:24])[CH3:25])[C:7]2[C:16]3[CH:15]=[CH:14][CH:13]=[CH:12][C:11]=3[N+:10]([O-:34])=[CH:9][C:8]=2[N:17]=1)[CH3:2]. Procedure details: The general method described in Part C of Example 5 was used to oxidize acetone O-{3-[2-(ethoxymethyl)-1H-imidazo[4,5-c]quinolin-1-yl]propyl}oxime (1.06 g, 3.12 mmol) with mCPBA (838 mg, 3.74 mmol) to provide 729 mg of acetone O-{3-[2-(ethoxymethyl)-5-oxido-1H-imidazo[4,5-c]quinolin-1-yl]propyl}oxime as a red solid. The reactants are NC1=NC(=NC2=CC(=C(C=C12)OC)OC)Cl (4-amino-2-chloro-6,7-dimethoxyquinazoline), C1(CCCC1)C(C(=O)N1CCNCC1)C1=CC=CC=C1 (1-(2-cyclopentyl-2-phenylacetyl)piperazine). The solvent is C(CC(C)C)O (isopentanol). The product is Cl.NC1=NC(=NC2=CC(=C(C=C12)OC)OC)N1CCN(CC1)C(C(C1=CC=CC=C1)C1CCCC1)=O (4-Amino-2-[4-(2-cyclopentyl-2-phenylacetyl)-1-piperazinyl]-6,7-dimethoxyquinazoline hydrochloride). The yield is 44.9%. RXN SMILES: [NH2:1][C:2]1[C:11]2[C:6](=[CH:7][C:8]([O:14][CH3:15])=[C:9]([O:12][CH3:13])[CH:10]=2)[N:5]=[C:4]([Cl:16])[N:3]=1.[CH:17]1([CH:22]([C:31]2[CH:36]=[CH:35][CH:34]=[CH:33][CH:32]=2)[C:23]([N:25]2[CH2:30][CH2:29][NH:28][CH2:27][CH2:26]2)=[O:24])[CH2:21][CH2:20][CH2:19][CH2:18]1>C(O)CC(C)C>[ClH:16].[NH2:1][C:2]1[C:11]2[C:6](=[CH:7][C:8]([O:14][CH3:15])=[C:9]([O:12][CH3:13])[CH:10]=2)[N:5]=[C:4]([N:28]2[CH2:29][CH2:30][N:25]([C:23](=[O:24])[CH:22]([CH:17]3[CH2:18][CH2:19][CH2:20][CH2:21]3)[C:31]3[CH:32]=[CH:33][CH:34]=[CH:35][CH:36]=3)[CH2:26][CH2:27]2)[N:3]=1 |f:3.4|. Procedure: To 25 ml of isopentanol were added 1.2 g of 4-amino-2-chloro-6,7-dimethoxyquinazoline and 1.63 g of 1-(2-cyclopentyl-2-phenylacetyl)piperazine, and the resulting mixture was heated under reflux for 4 hours. The crystals thus produced were collected by filtration and neutralized by the addition of a 10% w/w aqueous solution of sodium hydroxide. The resulting mixture was extracted with chloroform and the extract was charged into a silica gel chromatography column and eluted with chloroform. A 10% ... The reactants are Cl (hydrochloric acid), C(N)(=O)OC[C@@H](NC(=O)OC(C)(C)C)CC1=C(C=CC=C1)F (O-carbamoyl-N-(t-butyloxycarbonyl)-o-fluorophenylalaninol), Cl (hydrochloric acid), C([O-])([O-])=O.[K+].[K+] (potassium carbonate), CCOCC (ether). Run in C1CCOC1 (THF), C1CCOC1 (THF). Run at time 8 hour. The product is Cl.C(N)(=O)OC[C@@H](N)CC1=C(C=CC=C1)F (O-Carbamoyl-o-fluorophenylalaninol Hydrochloric acid Salt). Isolated yield 73.0%. As a reaction SMILES: [C:1]([O:4][CH2:5][C@H:6]([CH2:15][C:16]1[CH:21]=[CH:20][CH:19]=[CH:18][C:17]=1[F:22])[NH:7]C(OC(C)(C)C)=O)(=[O:3])[NH2:2].[ClH:23].C(=O)([O-])[O-].[K+].[K+].CCOCC>C1COCC1>[ClH:23].[C:1]([O:4][CH2:5][C@H:6]([CH2:15][C:16]1[CH:21]=[CH:20][CH:19]=[CH:18][C:17]=1[F:22])[NH2:7])(=[O:3])[NH2:2] |f:2.3.4,7.8|. Procedure: In a 100 mL flask equipped with magnetic stirrer, O-carbamoyl-N-(t-butyloxycarbonyl)-o-fluorophenylalaninol obtained in Example I was dissolved in 40 ml of THF and was added with 20 ml of 6N aqueous hydrochloric acid solution. The reaction mixture was stirred at room temperature for 8 hours, followed by the neutralization with saturated aqueous potassium carbonate solution. Thereafter, the organic layer was extracted 3 times with dichloromethane, dried over magnesium sulfate and distilled in vac...